Dataset: the Open Reaction Database (ORD), a public repository of structured organic reaction records. Task: describe an organic reaction: reactants, conditions, products, and yield The reactants are C(C(=O)Cl)(=O)Cl (oxalyl chloride), CS(=O)C (DMSO), TEA, CC(CO)(CC#CCC)C (2,2-dimethylhept-4-yn-1-ol). The solvent is C(Cl)Cl (DCM), O (water), C(Cl)Cl (DCM). Reaction conditions: temperature -78 celsius, time 20 minute. Product: CC(C=O)(CC#CCC)C (2,2-dimethylhept-4-ynal). The yield is 84.1%. As a reaction SMILES: C(Cl)(=O)C(Cl)=O.CS(C)=O.[CH3:11][C:12]([CH3:20])([CH2:15][C:16]#[C:17][CH2:18][CH3:19])[CH2:13][OH:14]>C(Cl)Cl.O>[CH3:11][C:12]([CH3:20])([CH2:15][C:16]#[C:17][CH2:18][CH3:19])[CH:13]=[O:14]. Procedure details: To a solution of oxalyl chloride (27 g, 214 mmol) in anhydrous DCM (300 ml) at −78° C. under nitrogen was added anhydrous DMSO (33.4 g, 428 mmol) and the mixture was stirred at −78° C. for 20 min. A solution of 2,2-dimethylhept-4-yn-1-ol (20 g, 142 mmol) in anydrous DCM (50 ml) was added slowly over a period of 25 min. The reaction mixture was stirred at −78° C. for 2 hours and quenched by the addition of TEA (165 ml, 1.14 mol) and diluted with water (700 ml). The organic layer was separated and... Reactants: FC=1C=C2C(C(=O)OC2=O)=CC1 (4-fluorophthalic anhydride), S1(=O)(=O)CCCC1 (sulfolane), C1(=CC=CC=C1)C1=CC=C(C=C1)O (p-phenylphenol), [F-].[K+] (potassium fluoride). Conditions: time 5 hour. Yields the product C1(=CC=CC=C1)C1=CC=C(OC=2C=C3C(C(=O)OC3=O)=CC2)C=C1 (4-(4'-phenylphenoxy) phthalic anhydride). As a reaction SMILES: F[C:2]1[CH:3]=[C:4]2[C:9](=[O:10])[O:8][C:6](=[O:7])[C:5]2=[CH:11][CH:12]=1.S1(CCCC1)(=O)=O.[C:20]1([C:26]2[CH:31]=[CH:30][C:29]([OH:32])=[CH:28][CH:27]=2)[CH:25]=[CH:24][CH:23]=[CH:22][CH:21]=1.[F-].[K+]>>[C:20]1([C:26]2[CH:27]=[CH:28][C:29]([O:32][C:2]3[CH:3]=[C:4]4[C:9](=[O:10])[O:8][C:6](=[O:7])[C:5]4=[CH:11][CH:12]=3)=[CH:30][CH:31]=2)[CH:21]=[CH:22][CH:23]=[CH:24][CH:25]=1 |f:3.4|. Reported procedure: To a solution of 0.66 parts (0.004 mole) of 4-fluorophthalic anhydride in 3 parts of sulfolane, was added 0.68 parts (0.004 mole) of p-phenylphenol and 0.23 parts (0.004 mole) of potassium fluoride. The mixture was heated and maintained at a temperature of about 175°-200°, with stirring for a period of about 5 hours. Reactants: NS(=O)(=O)C=1C=C(C=CC1)C=1NC(C(C(=O)O)=CC1)=O (6-[3-(aminosulfonyl)phenyl]-1,2-dihydro-2-oxonicotinic acid), S(=O)(Cl)Cl (thionyl chloride), O1CCCC1 (tetrahydrofuran), C[Si](C)(C)Cl (trimethylsilyl chloride). The solvent is C(C)N(CC)CC (triethylamine). Yields the product NS(=O)(=O)C=1C=C(C=CC1)C=1NC(C(CCl)=CC1)=O (6-[3-(Aminosulfonyl)phenyl]-1,2-dihydro-2-oxonicotinyl Chloride). As a reaction SMILES: [NH2:1][S:2]([C:5]1[CH:6]=[C:7]([C:11]2[NH:12][C:13](=[O:20])[C:14](=[CH:18][CH:19]=2)[C:15](O)=O)[CH:8]=[CH:9][CH:10]=1)(=[O:4])=[O:3].O1CCCC1.C[Si]([Cl:30])(C)C.S(Cl)(Cl)=O>C(N(CC)CC)C>[NH2:1][S:2]([C:5]1[CH:6]=[C:7]([C:11]2[NH:12][C:13](=[O:20])[C:14](=[CH:18][CH:19]=2)[CH2:15][Cl:30])[CH:8]=[CH:9][CH:10]=1)(=[O:4])=[O:3]. Procedure details: A stirred suspension of 2.6 g. of 6-[3-(aminosulfonyl)phenyl]-1,2-dihydro-2-oxonicotinic acid in 130 ml. of tetrahydrofuran is treated with 1.24 ml. of triethylamine. After a few minutes, the resulting solution is treated with 1.12 ml. of trimethylsilyl chloride and stirred 1 hour at room temperature. The solution is then treated with 1.28 ml. of thionyl chloride and stirred for 2 hours at room temperature. The resulting solution is diluted with 200 ml. of hexane and the precipitate of 6-[3-amin... Reactants: COC(CBr)=O (bromoacetic acid methyl ester), COC(CBr)=O (bromoacetic acid methyl ester), C(CCCCCCCCC)OC1=CC=C(C(=O)O)C=C1 (p-decyloxybenzoic acid), [Na] (sodium). Run in CO (methanol). Run at time 1.5 hour. The product is COC(COC(C1=CC=C(C=C1)OCCCCCCCCCC)=O)=O (p-decyloxybenzoyloxy acetic acid methyl ester). As a reaction SMILES: [CH3:1][O:2][C:3](=[O:6])[CH2:4]Br.[CH2:7]([O:17][C:18]1[CH:26]=[CH:25][C:21]([C:22]([OH:24])=[O:23])=[CH:20][CH:19]=1)[CH2:8][CH2:9][CH2:10][CH2:11][CH2:12][CH2:13][CH2:14][CH2:15][CH3:16].[Na]>CO>[CH3:1][O:2][C:3](=[O:6])[CH2:4][O:24][C:22](=[O:23])[C:21]1[CH:20]=[CH:19][C:18]([O:17][CH2:7][CH2:8][CH2:9][CH2:10][CH2:11][CH2:12][CH2:13][CH2:14][CH2:15][CH3:16])=[CH:26][CH:25]=1 |^1:26|. Procedure details: Following the addition of 11.2 g (73 mMols) of bromoacetic acid methyl ester, a suspension of 20 g (67 mMols) of p-decyloxybenzoic acid, sodium salt, in 100 ml of methanol was heated for 3 hours and, after the addition of another 2 ml of bromoacetic acid methyl ester, for another 1.5 hours to boiling temperature. After the volatile constituents had been distilled off, the residue was extracted cold with methylene chloride, the solution was washed with water, concentrated by evaporation, the oily... Reactants: IC1=CC(=C(N)C=C1C)C (4-iodo-2,5-dimethylaniline), C(C)OC(OCC)OCC (triethoxymethane), C1(=CC=C(C=C1)S(=O)(=O)O)C (p-toluene sulfonic acid), CNCC (N-methylethanamine). The solvent is C1CCCCC1.C(C)(=O)OCC (cyclohexane ethyl acetate). Reaction conditions: temperature 40 celsius, time 16 hour. Product: IC1=CC(=C(C=C1C)N=CN(C)CC)C (N′-(4-iodo-2,5-dimethylphenyl)-N-ethyl-N-methylimidoformamide). Yield: 84.6%. Reaction SMILES: [I:1][C:2]1[C:8]([CH3:9])=[CH:7][C:5]([NH2:6])=[C:4]([CH3:10])[CH:3]=1.C(OC(O[CH2:19][CH3:20])OCC)C.C1(C)C=CC(S(O)(=O)=O)=CC=1.[CH3:32][NH:33][CH2:34]C>C1CCCCC1.C(OCC)(=O)C>[I:1][C:2]1[C:8]([CH3:9])=[CH:7][C:5]([N:6]=[CH:32][N:33]([CH2:19][CH3:20])[CH3:34])=[C:4]([CH3:10])[CH:3]=1 |f:4.5|. Reported procedure: To a mixture of 12.3 g (50 mmol) of 4-iodo-2,5-dimethylaniline and 83 ml (500 mmol) of triethoxymethane 0.48 g (2.50 mmol) of p-toluene sulfonic acid were added. The reaction mixture was refluxed for 16 hrs and concentrated in vacuo. The crude product was dissolved in 100 ml of dichloromethane and 5.91 g (100 mmol) N-methylethanamine were added. The reaction mixture was stirred for 16 hrs at 40° C. The reaction mixture was concentrated in vacuo. Column chromatographie (cyclohexane/ethyl acetate ...